Dataset: the Open Reaction Database (ORD), a public repository of structured organic reaction records. Task: describe an organic reaction: reactants, conditions, products, and yield Reaction conditions: temperature 0 celsius, time 1 hour. Product: FC=1C=C(C=C(C1)F)C1=CC=C(C=C1)CC[C@H]([C@@H](C(=O)O)CCN1C(C2=CC=CC=C2C1=O)=O)OC=O ((2S,3R)-5-(3′,5′-difluorobiphenyl-4-yl)-2-[2-(1,3-dioxo-1,3-dihydro-2H-isoindol-2-yl)ethyl]-3-(formyloxy)pentanoic acid). As a reaction SMILES: [CH:1]([O:3][C@H:4]([CH2:21][CH2:22][C:23]1[CH:28]=[CH:27][C:26]([C:29]2[CH:34]=[C:33]([F:35])[CH:32]=[C:31]([F:36])[CH:30]=2)=[CH:25][CH:24]=1)[C@@H:5]([CH:19]=[O:20])[CH2:6][CH2:7][N:8]1[C:16](=[O:17])[C:15]2[C:10](=[CH:11][CH:12]=[CH:13][CH:14]=2)[C:9]1=[O:18])=[O:2].P([O-])(O)(O)=[O:38].[Na+].OO.Cl([O-])=O.[Na+]>C(#N)C.O>[F:35][C:33]1[CH:34]=[C:29]([C:26]2[CH:25]=[CH:24][C:23]([CH2:22][CH2:21][C@@H:4]([O:3][CH:1]=[O:2])[C@H:5]([CH2:6][CH2:7][N:8]3[C:9](=[O:18])[C:10]4[C:15](=[CH:14][CH:13]=[CH:12][CH:11]=4)[C:16]3=[O:17])[C:19]([OH:38])=[O:20])=[CH:28][CH:27]=2)[CH:30]=[C:31]([F:36])[CH:32]=1 |f:1.2,4.5|. The reactants are C(=O)O[C@@H]([C@H](CCN1C(C2=CC=CC=C2C1=O)=O)C=O)CCC1=CC=C(C=C1)C1=CC(=CC(=C1)F)F ((1R,2S)-1-[2-(3′,5′-difluorobiphenyl-4-yl)ethyl]-4-(1,3-dioxo-1,3-dihydro-2H-isoindol-2-yl)-2-formylbutyl formate), P(=O)(O)(O)[O-].[Na+] (sodium dihydrogen phosphate), OO (hydrogen peroxide), Cl(=O)[O-].[Na+] (sodium chlorite). Run in C(C)#N (acetonitrile), O (water). Procedure: The compound obtained from step d above (0.12 g) was taken in acetonitrile (6 mL) and water (1 mL). To this solution, sodium dihydrogen phosphate (0.05 g) was added. The reaction mixture was cooled to 0° C., and hydrogen peroxide (0.5 mL) and sodium chlorite (0.15 g) were added. After stirring the reaction mixture for an additional 1 hour, the solvents were evaporated on a rotary evaporator and the residue was taken into water and extracted with ethyl acetate. The organic layer was washed with w... Starting materials: step-ii, FC=1C=C(CN2N=C(C(=C2C)C2=CNC3=NC=C(C=C32)C3=CC=C(C=C3)C3CCN(CC3)C(=O)OC(C)(C)C)C)C=CC1 (tert-butyl 4-(4-(3-(1-(3-fluorobenzyl)-3,5-dimethyl-1H-pyrazol-4-yl)-1H-pyrrolo[2,3-b]pyridin-5-yl)phenyl)piperidine-1-carboxylate). Solvent: C(=O)(C(F)(F)F)O.C(Cl)Cl (TFA DCM). Product: FC=1C=C(CN2N=C(C(=C2C)C2=CNC3=NC=C(C=C32)C3=CC=C(C=C3)C3CCNCC3)C)C=CC1 (3-(1-(3-fluorobenzyl)-3,5-dimethyl-1H-pyrazol-4-yl)-5-(4-(piperidin-4-yl)phenyl)-1H-pyrrolo[2,3-b]pyridine). The yield is 12.9%. Reaction SMILES: [F:1][C:2]1[CH:3]=[C:4]([CH:41]=[CH:42][CH:43]=1)[CH2:5][N:6]1[C:10]([CH3:11])=[C:9]([C:12]2[C:20]3[C:15](=[N:16][CH:17]=[C:18]([C:21]4[CH:26]=[CH:25][C:24]([CH:27]5[CH2:32][CH2:31][N:30](C(OC(C)(C)C)=O)[CH2:29][CH2:28]5)=[CH:23][CH:22]=4)[CH:19]=3)[NH:14][CH:13]=2)[C:8]([CH3:40])=[N:7]1>C(O)(C(F)(F)F)=O.C(Cl)Cl>[F:1][C:2]1[CH:3]=[C:4]([CH:41]=[CH:42][CH:43]=1)[CH2:5][N:6]1[C:10]([CH3:11])=[C:9]([C:12]2[C:20]3[C:15](=[N:16][CH:17]=[C:18]([C:21]4[CH:22]=[CH:23][C:24]([CH:27]5[CH2:28][CH2:29][NH:30][CH2:31][CH2:32]5)=[CH:25][CH:26]=4)[CH:19]=3)[NH:14][CH:13]=2)[C:8]([CH3:40])=[N:7]1 |f:1.2|. Procedure: Using similar reaction conditions as described in step-ii of example-7, tert-butyl 4-(4-(3-(1-(3-fluorobenzyl)-3,5-dimethyl-1H-pyrazol-4-yl)-1H-pyrrolo[2,3-b]pyridin-5-yl)phenyl)piperidine-1-carboxylate (113 mg, 0.194 mmol) was deprotected in TFA/DCM (5/5 ml). This afforded 12 mg (12.9% yield) of the titled compound. 1H NMR (CD3OD, 300 MHz): δ 8.55 (s, 1H), 8.09-8.08 (d, 1H), 7.65-7.62 (m, 2H), 7.51 (s, 1H), 7.41-7.34 (m, 3H), 7.06-7.00 (m, 2H), 6.90-6.87 (s, 1H), 5.38 (s, 2H), 3.54-3.47 (m, 2H)... The reactants are COC(C1=C(C=C(C=C1F)O)F)=O (2,6-difluoro-4-hydroxy-benzoic acid methyl ester), Cl.ClCC=1N=CSC1 (4-(chloromethyl)thiazole hydrochloride), N1[C@@H](CCC1)CN1CCCC1 ((S)(+)-1-(2-pyrrolidinylmethyl)pyrrolidine). Product: FC1=C(C(=CC(=C1)OCC=1N=CSC1)F)C(=O)N1[C@@H](CCC1)CN1CCCC1 ([2,6-Difluoro-4-(thiazol-4-ylmethoxy)-phenyl]-(2-(S)-pyrrolidin-1-ylmethyl-pyrrolidin-1-yl)-methanone). RXN SMILES: CO[C:3](=[O:13])[C:4]1[C:9]([F:10])=[CH:8][C:7]([OH:11])=[CH:6][C:5]=1[F:12].Cl.Cl[CH2:16][C:17]1[N:18]=[CH:19][S:20][CH:21]=1.[NH:22]1[CH2:26][CH2:25][CH2:24][C@H:23]1[CH2:27][N:28]1[CH2:32][CH2:31][CH2:30][CH2:29]1>>[F:10][C:9]1[CH:8]=[C:7]([O:11][CH2:16][C:17]2[N:18]=[CH:19][S:20][CH:21]=2)[CH:6]=[C:5]([F:12])[C:4]=1[C:3]([N:22]1[CH2:26][CH2:25][CH2:24][C@H:23]1[CH2:27][N:28]1[CH2:32][CH2:31][CH2:30][CH2:29]1)=[O:13] |f:1.2|. Procedure details: The title compound is prepared in a manner substantially analogous to Procedures D and E using 2,6-difluoro-4-hydroxy-benzoic acid methyl ester [CAS 194938-88-0], 4-(chloromethyl)thiazole hydrochloride [CAS 7709-58-2], and (S)(+)-1-(2-pyrrolidinylmethyl)pyrrolidine. MS (ES+) m/e 408.3 Starting materials: CC(=O)OC1CC2=CCC3C4CCC(C(C)C(O)C#CC(C)(C)OC5CCCCO5)C4(C)CCC3C2(C)C(OC(C)=O)C1, CI, CS(C)=O, CCOC(C)=O. The product is COC(C#CC(C)(C)OC1CCCCO1)C(C)C1CCC2C3CC=C4CC(OC(C)=O)CC(OC(C)=O)C4(C)C3CCC12C. RXN SMILES: [C:1]([CH3:2])(=[O:3])[O:4][CH:5]1[CH2:6][CH:7]([O:40][C:41]([CH3:42])=[O:43])[CH2:8][C:9]2=[CH:10][CH2:11][CH:12]3[CH:13]4[CH2:14][CH2:15][CH:16]([CH:17]([CH:18]([C:19]#[C:20][C:21]([CH3:22])([CH3:23])[O:24][CH:25]5[O:26][CH2:27][CH2:28][CH2:29][CH2:30]5)[OH:31])[CH3:32])[C:33]4([CH3:39])[CH2:34][CH2:35][CH:36]3[C:37]12[CH3:38].[CH3:44][I:45].[CH3:46][S:47]([CH3:48])=[O:49].[CH3:50][CH2:51][O:52][C:53](=[O:54])[CH3:55]>>[C:1]([CH3:2])(=[O:3])[O:4][CH:5]1[CH2:6][CH:7]([O:40][C:41]([CH3:42])=[O:43])[CH2:8][C:9]2=[CH:10][CH2:11][CH:12]3[CH:13]4[CH2:14][CH2:15][CH:16]([CH:17]([CH:18]([C:19]#[C:20][C:21]([CH3:22])([CH3:23])[O:24][CH:25]5[O:26][CH2:27][CH2:28][CH2:29][CH2:30]5)[O:31][CH3:44])[CH3:32])[C:33]4([CH3:39])[CH2:34][CH2:35][CH:36]3[C:37]12[CH3:38].